Dataset: the Open Reaction Database (ORD), a public repository of structured organic reaction records. Task: describe an organic reaction: reactants, conditions, products, and yield Reported procedure: A solution of 3.00 g (9.05 mmol) of 2-methyl-propane-2-sulfinic acid [4-(tert-butyl-dimethyl-silanyloxy)-cyclohexylidene]-amide (25) in 15 mL of diethyl ether was added dropwise to 54.3 mL (27.1 mmol) of a 0.5 M solution of cyclopropylmagnesium bromide in diethyl ether precooled to −78° C. The reaction solution was stirred at −78° C. for 1 h and was allowed to warm to room temperature overnight. The reaction was quenched by dropwise addition of saturated aqueous Na2SO4, dried over MgSO4, filtere... As a reaction SMILES: [C:1]([Si:5]([CH3:21])([CH3:20])[O:6][CH:7]1[CH2:12][CH2:11][C:10](=[N:13][S:14]([C:16]([CH3:19])([CH3:18])[CH3:17])=[O:15])[CH2:9][CH2:8]1)([CH3:4])([CH3:3])[CH3:2].[CH:22]1([Mg]Br)[CH2:24][CH2:23]1>C(OCC)C>[C:1]([Si:5]([CH3:21])([CH3:20])[O:6][CH:7]1[CH2:8][CH2:9][C:10]([NH:13][S:14]([C:16]([CH3:19])([CH3:18])[CH3:17])=[O:15])([CH:22]2[CH2:24][CH2:23]2)[CH2:11][CH2:12]1)([CH3:4])([CH3:3])[CH3:2]. Run in C(C)OCC (diethyl ether), C(C)OCC (diethyl ether). Conditions: temperature -78 celsius, time 1 hour. Product: C(C)(C)(C)[Si](OC1CCC(CC1)(C1CC1)NS(=O)C(C)(C)C)(C)C (2-Methyl-propane-2-sulfinic acid [4-(tert-butyl-dimethyl-silanyloxy)-1-cyclopropyl-cyclohexyl]-amide). Starting materials: C(C)(C)(C)[Si](OC1CCC(CC1)=NS(=O)C(C)(C)C)(C)C (2-Methyl-propane-2-sulfinic acid [4-(tert-butyl-dimethyl-silanyloxy)-cyclohexylidene]-amide), solution, C1(CC1)[Mg]Br (cyclopropylmagnesium bromide). Reactants: ClC=1C=NC=2N(C1)N=C(C2)C(=O)O (6-chloro-pyrazolo[1,5-a]pyrimidine-2-carboxylic acid), CC1NCC(C2=CC=CC=C12)C (1,4-Dimethyl-1,2,3,4-tetrahydro-isoquinoline). The product is ClC=1C=NC=2N(C1)N=C(C2)C(=O)N2C(C1=CC=CC=C1C(C2)C)C ((6-Chloro-pyrazolo[1,5-a]pyrimidin-2-yl)-(1,4-dimethyl-3,4-dihydro-1H-isoquinolin-2-yl)-methanone). As a reaction SMILES: [Cl:1][C:2]1[CH:3]=[N:4][C:5]2[N:6]([N:8]=[C:9]([C:11]([OH:13])=O)[CH:10]=2)[CH:7]=1.[CH3:14][CH:15]1[C:24]2[C:19](=[CH:20][CH:21]=[CH:22][CH:23]=2)[CH:18]([CH3:25])[CH2:17][NH:16]1>>[Cl:1][C:2]1[CH:3]=[N:4][C:5]2[N:6]([N:8]=[C:9]([C:11]([N:16]3[CH2:17][CH:18]([CH3:25])[C:19]4[C:24](=[CH:23][CH:22]=[CH:21][CH:20]=4)[CH:15]3[CH3:14])=[O:13])[CH:10]=2)[CH:7]=1. Reported procedure: In close analogy to the procedure described in Example 1, 6-chloro-pyrazolo[1,5-a]pyrimidine-2-carboxylic acid is reacted with 1,4-Dimethyl-1,2,3,4-tetrahydro-isoquinoline to provide the title compound in moderate yield. Starting materials: COc1ccc(C(C)(C)C)cc1N, C1CCOC1, CCOC(C)=O, CCN(C(C)C)C(C)C, O=C(Cl)Cl, ClCCl, Cl, [N-]=C=O, Nc1ccc(-c2cnc3c(c2)NC(=O)CO3)c2ccccc12, [Na+], O=C([O-])O. Product: COc1ccc(C(C)(C)C)cc1NC(=O)Nc1ccc(-c2cnc3c(c2)NC(=O)CO3)c2ccccc12. RXN SMILES: [C:1]([CH3:2])([CH3:3])([CH3:4])[c:5]1[cH:6][c:7]([NH2:13])[c:8]([O:9][CH3:10])[cH:11][cH:12]1.[CH2:61]1[O:62][CH2:63][CH2:64][CH2:65]1.[CH3:66][CH2:67][O:68][C:69]([CH3:70])=[O:71].[CH:44]([N:45]([CH:46]([CH3:47])[CH3:48])[CH2:49][CH3:50])([CH3:51])[CH3:52].[Cl:14][C:15](=[O:16])[Cl:17].[Cl:53][CH2:54][Cl:55].[ClH:21].[N-:18]=[C:19]=[O:20].[NH2:22][c:23]1[cH:24][cH:25][c:26](-[c:33]2[cH:34][c:35]3[c:36]([n:42][cH:43]2)[O:37][CH2:38][C:39](=[O:41])[NH:40]3)[c:27]2[cH:28][cH:29][cH:30][cH:31][c:32]12.[Na+:60].[O-:56][C:57]([OH:58])=[O:59]>>[C:1]([CH3:2])([CH3:3])([CH3:4])[c:5]1[cH:6][c:7]([NH:13][C:19]([NH:18][c:23]2[cH:24][cH:25][c:26](-[c:33]3[cH:34][c:35]4[c:36]([n:42][cH:43]3)[O:37][CH2:38][C:39](=[O:41])[NH:40]4)[c:27]3[cH:28][cH:29][cH:30][cH:31][c:32]23)=[O:20])[c:8]([O:9][CH3:10])[cH:11][cH:12]1. Starting materials: O=C([O-])[O-], O=Cc1ccc(OCc2ccccc2)c(O)c1, CCOCC, BrC1CCCC1, [K+], [K+], O. The product is O=Cc1ccc(OCc2ccccc2)c(OC2CCCC2)c1. RXN SMILES: [C:18](=[O:19])([O-:20])[O-:21].[CH2:1]([c:2]1[cH:3][cH:4][cH:5][cH:6][cH:7]1)[O:8][c:9]1[c:10]([OH:17])[cH:11][c:12]([CH:13]=[O:14])[cH:15][cH:16]1.[CH3:31][CH2:32][O:33][CH2:34][CH3:35].[CH:24]1([Br:29])[CH2:25][CH2:26][CH2:27][CH2:28]1.[K+:22].[K+:23].[OH2:30]>>[CH2:1]([c:2]1[cH:3][cH:4][cH:5][cH:6][cH:7]1)[O:8][c:9]1[c:10]([O:17][CH:24]2[CH2:25][CH2:26][CH2:27][CH2:28]2)[cH:11][c:12]([CH:13]=[O:14])[cH:15][cH:16]1. The reactants are BrC=1C=C(C(=O)O)C=C(C1)C(F)(F)F (3-bromo-5-(trifluoromethyl)benzoic acid), BrC=1C=C(C(=O)O)C=C(C1)C(F)(F)F (3-bromo-5-(trifluoromethyl)benzoic acid), tetrakis-(triphenylphosphine)palladium(0), CN(C)C=O.O (DMF water). Reagents/catalysts: [C-]#N.[Zn+2].[C-]#N (zinc cyanide). Run at temperature 120 celsius. The product is C(#N)C=1C=C(C(=O)O)C=C(C1)C(F)(F)F (3-Cyano-5-(trifluoromethyl)benzoic acid). As a reaction SMILES: Br[C:2]1[CH:3]=[C:4]([CH:8]=[C:9]([C:11]([F:14])([F:13])[F:12])[CH:10]=1)[C:5]([OH:7])=[O:6].[CH3:15][N:16](C=O)C.O>[C-]#N.[Zn+2].[C-]#N>[C:15]([C:2]1[CH:3]=[C:4]([CH:8]=[C:9]([C:11]([F:14])([F:13])[F:12])[CH:10]=1)[C:5]([OH:7])=[O:6])#[N:16] |f:1.2,3.4.5|. Reported procedure: A mixture of 2.0 g (7.43 mmol) of 3-bromo-5-(trifluoromethyl)benzoic acid [US 2006/0069261-A1, compound 1.2], 995 mg (8.48 mmol) of zinc cyanide and 859 mg (0.743 mmol) of tetrakis-(triphenylphosphine)palladium(0) in 75 ml of DMF/water (99:1) was initially degassed and then, under an atmosphere of argon, heated at 120° C. for 3 h. After cooling to RT, the mixture was diluted with about 300 ml of water and extracted three times with in each case about 150 ml of ethyl acetate. The combined organic... Reactants: CC(C)(C)C(C1CC(=O)C1(Cl)Cl)C(O[SiH3])(c1ccccc1)c1ccccc1, CCOCC, CC(=O)O, [Zn]. Yields the product CC(C)(C)C(C1CC(=O)C1)C(O[SiH3])(c1ccccc1)c1ccccc1. Reaction SMILES: [C:1]([CH3:2])([CH3:3])([CH3:4])[CH:5]([C:6]([O:7][SiH3:8])([c:9]1[cH:10][cH:11][cH:12][cH:13][cH:14]1)[c:15]1[cH:16][cH:17][cH:18][cH:19][cH:20]1)[CH:21]1[C:22]([Cl:26])([Cl:27])[C:23](=[O:25])[CH2:24]1.[CH3:28][CH2:29][O:30][CH2:31][CH3:32].[CH3:33][C:34](=[O:35])[OH:36].[Zn:37]>>[C:1]([CH3:2])([CH3:3])([CH3:4])[CH:5]([C:6]([O:7][SiH3:8])([c:9]1[cH:10][cH:11][cH:12][cH:13][cH:14]1)[c:15]1[cH:16][cH:17][cH:18][cH:19][cH:20]1)[CH:21]1[CH2:22][C:23](=[O:25])[CH2:24]1. Starting materials: O (water), C(C=C)(=O)N (acrylamide), C(CCC)C(C(=O)N)=C (n-butylacrylamide), C(=C)C1=C(C=CC=C1)C=C (divinylbenzene). Solvent: C(C)O (ethanol). Product: C(C=C)(=O)N.C(CCC)C(C(=O)N)=C (acrylamide n-butylacrylamide). Reaction SMILES: [C:1]([NH2:5])(=[O:4])[CH:2]=[CH2:3].[CH2:6]([C:10](=[CH2:14])[C:11]([NH2:13])=[O:12])[CH2:7][CH2:8][CH3:9].C(C1C=CC=CC=1C=C)=C.O>C(O)C>[C:1]([NH2:5])(=[O:4])[CH:2]=[CH2:3].[CH2:6]([C:10](=[CH2:14])[C:11]([NH2:13])=[O:12])[CH2:7][CH2:8][CH3:9] |f:5.6|. Procedure: Polystyrenesulfonate (22.5 mmoles, 3.918 g), acrylamide (3.45 mmoles, 0.245 g), n-butylacrylamide (3.45 mmoles, 0.439 g) and divinylbenzene (0.6 mmoles, 85.5 microL) were dissolved in 15 mL ethanol and 5 mL water in a 40 mL vial fitted with a septa cap. The solution was degassed by bubbling nitrogen through and 1 mole % AIBN was added as a solution. The polymerization solution was further degassed and the placed in a heated reaction block at 60° C. for 18 h. A clear, light yellow gel formed.